The task is: describe an organic reaction: reactants, conditions, products, and yield. This data is from the Open Reaction Database (ORD), a public repository of structured organic reaction records. Reactants: [N+](=O)([O-])C1=NNN=C1 (4-nitro-2H-[1,2,3]triazole), COC(=O)C=1OC(=CC1)CCl (5-chloromethyl-furan-2-carboxylic acid methyl ester), N#N (N2), C(=O)([O-])[O-].[K+].[K+] (K2CO3), [Br-] (bromide). The solvent is CC(=O)C (acetone). Run at time 8 hour. The product is COC(=O)C=1OC(=CC1)CN1N=CC(=N1)[N+](=O)[O-] (5-(4-Nitro-[1,2,3]triazol-2-ylmethyl)-furan-2-carboxylic acid methyl ester). Reaction SMILES: N#N.[N+:3]([C:6]1[CH:10]=[N:9][NH:8][N:7]=1)([O-:5])=[O:4].[CH3:11][O:12][C:13]([C:15]1[O:16][C:17]([CH2:20]Cl)=[CH:18][CH:19]=1)=[O:14].C([O-])([O-])=O.[K+].[K+].[Br-]>CC(C)=O>[CH3:11][O:12][C:13]([C:15]1[O:16][C:17]([CH2:20][N:8]2[N:7]=[C:6]([N+:3]([O-:5])=[O:4])[CH:10]=[N:9]2)=[CH:18][CH:19]=1)=[O:14] |f:3.4.5|. Reported procedure: In a flame dried round-bottomed flask equipped with a magnetic stir bar and under inert atmosphere (N2), a solution of 4-nitro-2H-[1,2,3]triazole (1.50 g, 13.15 mmol) in acetone (26.3 mL) was treated with 5-chloromethyl-furan-2-carboxylic acid methyl ester (2.66 g, 14.47 mmol) followed by K2CO3 (9.18 g, 65.75 mmol) and TBA bromide (848 mg, 2.63 mmol). The reaction mixture was stirred at rt overnight. The solvent was removed under reduced pressure, water (50 mL) was added and the product was extr... The reactants are CON=C(C(=O)O)C(C)=O (2-methoxyimino-3-oxo-butyric acid), C(C(=O)Cl)(=O)Cl (oxalyl chloride), CN(C=O)C (dimethylformamide). Reagents/catalysts: CN(C=O)C (dimethylformamide). Run in C(C)OCC (diethyl ether), C(C)OCC (ethyl ether). Conditions: temperature 20 celsius, time 1 hour. The product is CON=C(C(=O)Cl)C(C)=O (2-methoxyimino-3-oxo-butanoyl chloride). RXN SMILES: [CH3:1][O:2][N:3]=[C:4]([C:8](=[O:10])[CH3:9])[C:5](O)=[O:6].C(Cl)(=O)C([Cl:14])=O.CN(C)C=O>CN(C)C=O.C(OCC)C>[CH3:1][O:2][N:3]=[C:4]([C:8](=[O:10])[CH3:9])[C:5]([Cl:14])=[O:6]. Procedure details: 2 drops of dimethylformamide are added to a solution, at 20° C., of 2-methoxyimino-3-oxo-butyric acid (syn isomer) (4.08 g) in diethyl ether (50 cc), and oxalyl chloride (2 cc) dissolved in ethyl ether (5 cc) is then added dropwise in the course of 15 minutes. The mixture is stirred for 1 hour at 20° C., a further drop of dimethylformamide is added, and the reaction is continued for 15 minutes. The mixture is then concentrated to dryness at 20° C. under 20 mm Hg (2.7 kPa) and the residue is take... Reactants: ClC(Cl)Cl, O=c1[nH]c2ccc(Cl)cc2n1CCO, O=S(Cl)Cl. Product: O=c1[nH]c2ccc(Cl)cc2n1CCCl. RXN SMILES: [Cl:19][CH:20]([Cl:21])[Cl:22].[Cl:1][c:2]1[cH:3][cH:4][c:5]2[c:6]([n:7]([CH2:11][CH2:12][OH:13])[c:8](=[O:10])[nH:9]2)[cH:14]1.[S:15]([Cl:16])([Cl:17])=[O:18]>>[Cl:1][c:2]1[cH:3][cH:4][c:5]2[c:6]([n:7]([CH2:11][CH2:12][Cl:17])[c:8](=[O:10])[nH:9]2)[cH:14]1. Reactants: C1(CC1)C(C)=O (1-cyclopropylethanone), CC(C)(C)S(=O)N (2-methylpropane-2-sulfinamide), Ti(OEt)4. Run in C1CCOC1 (THF). Run at time 8 hour. Yields the product C1(CC1)\C(\C)=N\S(=O)C(C)(C)C ((E)-N-(1-cyclopropylethylidene)-2-methylpropane-2-sulfinamide). Isolated yield 26.7%. As a reaction SMILES: [CH:1]1([C:4](=O)[CH3:5])[CH2:3][CH2:2]1.[CH3:7][C:8]([S:11]([NH2:13])=[O:12])([CH3:10])[CH3:9]>C1COCC1>[CH:1]1(/[C:4](=[N:13]/[S:11]([C:8]([CH3:10])([CH3:9])[CH3:7])=[O:12])/[CH3:5])[CH2:3][CH2:2]1. Procedure: A mixture of 1-cyclopropylethanone (1 g, 12 mmol), 2-methylpropane-2-sulfinamide (1.7 g, 14 mmol), Ti(OEt)4 (5.5 g, 24 mmol) in 10 mL of THF was heated at reflux with stirring overnight. The mixture was cooled to room temperature, solvent was removed under reduced pressure and the crude residue was purified by column chromatography (silica gel, 200-300 mesh, petroleum ether and ethyl acetate (3:1, v/v) to give (E)-N-(1-cyclopropylethylidene)-2-methylpropane-2-sulfinamide (0.6 g, 27%) as clear oi... Starting materials: P(=O)(Cl)(Cl)Cl (phosphorus oxychloride), C[Si](C)(C)C#N (trimethylsilylcyanide), FCC1(OC2=C(C(C1)=O)C=C(C=C2)[N+](=O)[O-])CF (2,2-bisfluoromethyl-3,4-dihydro-6-nitro-2H-1-benzopyran-4-one), C1=CC=CC=C1 (benzene), Ice water. The reagents and catalysts are [I-].[Zn+2].[I-] (zinc iodide). Run in N1=CC=CC=C1 (pyridine), CCCCCC (hexane), C(Cl)Cl (methylene chloride). Run at time 12 hour. The product is FCC1(OC2=C(C(=C1)C#N)C=C(C=C2)[N+](=O)[O-])CF (2,2-bisfluoromethyl-6-nitro-2H-1-benzopyran-4-carbonitrile). As a reaction SMILES: C[Si]([C:5]#[N:6])(C)C.[F:7][CH2:8][C:9]1([CH2:23][F:24])[CH2:14][C:13](=O)[C:12]2[CH:16]=[C:17]([N+:20]([O-:22])=[O:21])[CH:18]=[CH:19][C:11]=2[O:10]1.C1C=CC=CC=1.P(Cl)(Cl)(Cl)=O>[I-].[Zn+2].[I-].CCCCCC.C(Cl)Cl.N1C=CC=CC=1>[F:7][CH2:8][C:9]1([CH2:23][F:24])[CH:14]=[C:13]([C:5]#[N:6])[C:12]2[CH:16]=[C:17]([N+:20]([O-:22])=[O:21])[CH:18]=[CH:19][C:11]=2[O:10]1 |f:4.5.6|. Procedure details: 2.52 ml of trimethylsilylcyanide and 0.82 g of zinc iodide were added to a mixture of 4.05 g of 2,2-bisfluoromethyl-3,4-dihydro-6-nitro-2H-1-benzopyran-4-one and 10 ml of dried benzene, and the mixture was stirred at room temperature for 12 hours. Further, 8 ml of pyridine and 4.41 ml of phosphorus oxychloride were added thereto, followed by heat-refluxing for 6 hours. Ice water was added to the reaction mixture which was then made acidic with hydrochloric acid, and the mixture was extracted wit... Reactants: C1=CC=CC=2C3=CC=CC=C3C(C12)COC(=O)CC(=O)N1[C@H](C[C@H](C1)F)C(=O)OC ((2R,4R)-methyl 1-(2-(((9H-fluoren-9-yl)methoxy)carbonyl)acetyl)-4-fluoropyrrolidine-2-carboxylate), N1CCCCC1 (piperidine). The solvent is CO (MeOH). Conditions: time 8 hour. Yields the product F[C@@H]1CC2N(C(CNC2=O)=O)C1 ((7R)-7-fluoro-hexahydropyrrolo[1,2-a]pyrazine-1,4-dione). As a reaction SMILES: C1C2C(COC([CH2:18][C:19]([N:21]3[CH2:25][C@H:24]([F:26])[CH2:23][C@@H:22]3[C:27]([O:29]C)=O)=[O:20])=O)C3C(=CC=CC=3)C=2C=CC=1.[NH:31]1CCCCC1>CO>[F:26][C@H:24]1[CH2:25][N:21]2[C:19](=[O:20])[CH2:18][NH:31][C:27](=[O:29])[CH:22]2[CH2:23]1. Procedure: A scintillation vial was charged with (2S,4R), (2R,4R)-methyl 1-(2-(((9H-fluoren-9-yl)methoxy)carbonyl)acetyl)-4-fluoropyrrolidine-2-carboxylate (815 mg, 1911 μmol), 19 mL MeOH and piperidine (946 μl, 9556 μmol). The mixture was stirred at RT overnight The mixture was concentrated, dissolved in DCM/MeOH and purified by silica gel chromatography, 50-100% 90/10/1 DCM/MeOH/NH4OH in DCM. (7R)-7-fluoro-hexahydropyrrolo[1,2-a]pyrazine-1,4-dione was isolated as a white solid, and confirmed by 1H-NMR. Starting materials: O=C([O-])[O-], CS(C)=O, COc1ccc2c(Cl)ccnc2c1, [Cs+], [Cs+], O, OCc1cnc2ccc(-c3ccccc3)nn12. The product is COc1ccc2c(OCc3cnc4ccc(-c5ccccc5)nn34)ccnc2c1. As a reaction SMILES: [C:31](=[O:32])([O-:33])[O-:34].[CH3:37][S:38]([CH3:39])=[O:40].[Cl:18][c:19]1[cH:20][cH:21][n:22][c:23]2[cH:24][c:25]([O:29][CH3:30])[cH:26][cH:27][c:28]12.[Cs+:35].[Cs+:36].[OH2:41].[c:1]1(-[c:7]2[cH:8][cH:9][c:10]3[n:11]([n:12]2)[c:13]([CH2:16][OH:17])[cH:14][n:15]3)[cH:2][cH:3][cH:4][cH:5][cH:6]1>>[c:1]1(-[c:7]2[cH:8][cH:9][c:10]3[n:11]([n:12]2)[c:13]([CH2:16][O:17][c:19]2[cH:20][cH:21][n:22][c:23]4[cH:24][c:25]([O:29][CH3:30])[cH:26][cH:27][c:28]24)[cH:14][n:15]3)[cH:2][cH:3][cH:4][cH:5][cH:6]1. The reactants are O=C([O-])[O-], CCOC(OCC)[PH](=O)OCC, CCOCC, [Mg+]C1CCCCC1, [Cl-], [K+], [K+], O. Product: CCOC(OCC)[PH](=O)C1CCCCC1. Reaction SMILES: [C:21](=[O:22])([O-:23])[O-:24].[CH2:1]([CH3:2])[O:3][CH:4]([O:5][CH2:6][CH3:7])[PH:8]([O:9][CH2:10][CH3:11])=[O:12].[CH3:27][CH2:28][O:29][CH2:30][CH3:31].[CH:14]1([Mg+:20])[CH2:15][CH2:16][CH2:17][CH2:18][CH2:19]1.[Cl-:13].[K+:25].[K+:26].[OH2:32]>>[CH2:1]([CH3:2])[O:3][CH:4]([O:5][CH2:6][CH3:7])[PH:8](=[O:12])[CH:14]1[CH2:15][CH2:16][CH2:17][CH2:18][CH2:19]1.